From a dataset of the Open Reaction Database (ORD), a public repository of structured organic reaction records. describe an organic reaction: reactants, conditions, products, and yield The reactants are CC1(C)Cc2cc(Br)cnc2NC1=O, C=CC(=O)OC(C)(C)C, CC(=O)[O-], CC(=O)[O-], CN(C)C=O, [Pd+2]. Yields the product CC(C)(C)OC(=O)C=Cc1cnc2c(c1)CC(C)(C)C(=O)N2. As a reaction SMILES: [Br:1][c:2]1[cH:3][c:4]2[c:9]([n:10][cH:11]1)[NH:8][C:7](=[O:12])[C:6]([CH3:13])([CH3:14])[CH2:5]2.[C:15]([CH:16]=[CH2:17])(=[O:18])[O:19][C:20]([CH3:21])([CH3:22])[CH3:23].[O-:30][C:31]([CH3:32])=[O:33].[O-:34][C:35]([CH3:36])=[O:37].[O:24]=[CH:25][N:26]([CH3:27])[CH3:28].[Pd+2:29]>>[c:2]1([CH:17]=[CH:16][C:15](=[O:18])[O:19][C:20]([CH3:21])([CH3:22])[CH3:23])[cH:3][c:4]2[c:9]([n:10][cH:11]1)[NH:8][C:7](=[O:12])[C:6]([CH3:13])([CH3:14])[CH2:5]2. Reactants: C(CC)C=1C[C@H]2C[C@@]([C@H]2C1)(C[N+](=O)[O-])CC(=O)OC(C)(C)C (Tert-butyl(±)-[(1S,5R,6R)-3-propyl-6-(nitromethyl)bicyclo[3.2.0]hept-3-en-6-yl]acetate), [Cl-].[NH4+] (ammonium chloride). Reagents/catalysts: [Fe] (iron). Solvent: C(C)O (ethanol), O (water). Run at time 2 hour. Yields the product NC[C@@]1([C@H]2C=C(C[C@H]2C1)CCC)CC(=O)O ((±)-[(1S,5R,6R)-6-aminomethyl-3-propylbicyclo[3.2.0]hept-3-en-6-yl]acetic acid). The yield is 40.4%. Reaction SMILES: [CH2:1]([C:4]1[CH2:5][C@@H:6]2[C@H:9]([CH:10]=1)[C@@:8]([CH2:15][C:16]([O:18]C(C)(C)C)=[O:17])([CH2:11][N+:12]([O-])=O)[CH2:7]2)[CH2:2][CH3:3].[Cl-].[NH4+]>C(O)C.O.[Fe]>[NH2:12][CH2:11][C@@:8]1([CH2:15][C:16]([OH:18])=[O:17])[CH2:7][C@H:6]2[C@@H:9]1[CH:10]=[C:4]([CH2:1][CH2:2][CH3:3])[CH2:5]2 |f:1.2|. Procedure details: Tert-butyl(±)-[(1S,5R,6R)-3-propyl-6-(nitromethyl)bicyclo[3.2.0]hept-3-en-6-yl]acetate (1.09 g, 4.71 mmol) was dissolved in ethanol (10 mL) and water (5 mL). To the solution, iron powder (1.32 g, 23.5 mmol) and ammonium chloride (249.6 mg, 4.71 mmol) were added, and the mixture was stirred for 2 hours under heating to reflux. The mixture was allowed to cool, then diluted with saturated saline, a saturated aqueous solution of sodium bicarbonate, and ethyl acetate, and filtered through Celite to r... Starting materials: CC1(C)CN(c2cc(F)ccc2C#N)S(=O)(=O)N1, [H-], CI, [Na+], CN(C)C=O, O. Yields the product CN1C(C)(C)CN(c2cc(F)ccc2C#N)S1(=O)=O. As a reaction SMILES: [CH3:1][C:2]1([CH3:18])[CH2:3][N:4]([c:9]2[c:10]([C:11]#[N:12])[cH:13][cH:14][c:15]([F:17])[cH:16]2)[S:5](=[O:7])(=[O:8])[NH:6]1.[H-:20].[I:21][CH3:22].[Na+:19].[O:23]=[CH:24][N:25]([CH3:26])[CH3:27].[OH2:28]>>[CH3:1][C:2]1([CH3:18])[CH2:3][N:4]([c:9]2[c:10]([C:11]#[N:12])[cH:13][cH:14][c:15]([F:17])[cH:16]2)[S:5](=[O:7])(=[O:8])[N:6]1[CH3:22]. Reactants: [Cl-].[Al+3].[Cl-].[Cl-] (aluminum chloride), C1(=CC=CC=C1)S(=O)(=O)OC1=CC2=C(SC=C2)C=C1 (5-Benzenesulfonyloxybenzo[b]thiophene), ice water, C(C)(=O)Cl (acetyl chloride). Run in ClCCl (dichloromethane), ClCCl (dichloromethane). Reaction conditions: time 2.5 hour. Product: C(C)(=O)C=1C2=C(SC1)C=CC(=C2)OS(=O)(=O)C2=CC=CC=C2 (3-Acetyl-5-benzenesulfonyloxy-benzo[b]thiophene). Isolated yield 84.0%. Reaction SMILES: [Cl-].[Al+3].[Cl-].[Cl-].[C:5](Cl)(=[O:7])[CH3:6].[C:9]1([S:15]([O:18][C:19]2[CH:27]=[CH:26][C:22]3[S:23][CH:24]=[CH:25][C:21]=3[CH:20]=2)(=[O:17])=[O:16])[CH:14]=[CH:13][CH:12]=[CH:11][CH:10]=1>ClCCl>[C:5]([C:25]1[C:21]2[CH:20]=[C:19]([O:18][S:15]([C:9]3[CH:14]=[CH:13][CH:12]=[CH:11][CH:10]=3)(=[O:16])=[O:17])[CH:27]=[CH:26][C:22]=2[S:23][CH:24]=1)(=[O:7])[CH3:6] |f:0.1.2.3|. Procedure details: Powdered aluminum chloride (1.34 g, 10 mmol) was suspended in dichloromethane (10 ml). To the suspension was added dropwise acetyl chloride (1.02 ml, 14.3 mmol) over 5 minutes with stirring and under ice-cooling. Subsequently, a solution of the compound (8) (2.075 g, 7.2 mmol) prepared above in dichloromethane (6 ml) was added dropwise over 15 minutes. After being stirred for 2 hours at the same temperature and then for 2.5 hours at room temperature, the solution was poured into ice-water and ex... The reactants are imine, NC1=NC=C(C=C1)C(=O)OC (methyl 2-amino-5-pyridinecarboxylate), C(CC1=CC=CC=C1)C1=C(C(=O)O)C=CC=C1 (2-phenethylbenzoic acid), C(CC1=CC=CC=C1)C1=C(C=NC2=NC=C(C=C2)C(=O)OC)C=CC=C1 (methyl 2-[N-(2-(phenethyl)benzylidene)amino]-5-pyridinecarboxylate), ( G ), NC1=NC=C(C=C1)C(=O)OC (methyl 2-amino-5-pyridinecarboxylate), C(CC1=CC=CC=C1)C1=C(C(=O)O)C=CC=C1 (2-phenethylbenzoic acid). Run in C1(=CC=CC=C1)C (toluene). Product: C(CC1=CC=CC=C1)C1=C(CNC2=NC=C(C=C2)C(=O)OC)C=CC=C1 (Methyl 2-[N-(2-(phenethyl)benzyl)amino]pyridine-5-carboxylate). RXN SMILES: NC1C=CC(C(OC)=O)=CN=1.C(C1C=CC=CC=1C(O)=O)CC1C=CC=CC=1.[CH2:29]([C:37]1[CH:54]=[CH:53][CH:52]=[CH:51][C:38]=1[CH:39]=[N:40][C:41]1[CH:46]=[CH:45][C:44]([C:47]([O:49][CH3:50])=[O:48])=[CH:43][N:42]=1)[CH2:30][C:31]1[CH:36]=[CH:35][CH:34]=[CH:33][CH:32]=1>C1(C)C=CC=CC=1>[CH2:29]([C:37]1[CH:54]=[CH:53][CH:52]=[CH:51][C:38]=1[CH2:39][NH:40][C:41]1[CH:46]=[CH:45][C:44]([C:47]([O:49][CH3:50])=[O:48])=[CH:43][N:42]=1)[CH2:30][C:31]1[CH:32]=[CH:33][CH:34]=[CH:35][CH:36]=1. Procedure details: Methyl 2-[N-(2-(phenethyl)benzyl)amino]pyridine-5-carboxylate was prepared from methyl 2-amino-5-pyridinecarboxylate and 2-phenethylbenzoic acid by a procedure similar to that described in Example 4 paragraph (G), except that the imine intermediate, methyl 2-[N-(2-(phenethyl)benzylidene)amino]-5-pyridinecarboxylate, was formed by heating methyl 2-amino-5-pyridinecarboxylate and 2-phenethylbenzoic acid in a Dean & Starke apparatus in toluene for 18 hours.